From a dataset of the Open Reaction Database (ORD), a public repository of structured organic reaction records. describe an organic reaction: reactants, conditions, products, and yield The reactants are CS(C)=O, FC(F)(F)I, [Fe+2], Nc1ncnc2[nH]cnc12, OO, O=S(=O)(O)O, O=S(=O)([O-])[O-]. The product is Nc1ncnc2nc(C(F)(F)F)[nH]c12. RXN SMILES: [CH3:29][S:30](=[O:31])[CH3:32].[F:16][C:17]([F:18])([F:19])[I:20].[Fe+2:28].[NH2:1][c:2]1[n:3][cH:4][n:5][c:6]2[nH:7][cH:8][n:9][c:10]12.[OH:21][OH:22].[S:11](=[O:12])(=[O:13])([OH:14])[OH:15].[S:23]([O-:24])([O-:25])(=[O:26])=[O:27]>>[NH2:1][c:2]1[n:3][cH:4][n:5][c:6]2[n:7][c:8]([C:17]([F:16])([F:18])[F:19])[nH:9][c:10]12. Reaction SMILES: [N:1]1[CH:6]=[CH:5][N:4]=[CH:3][C:2]=1[CH:7](O)[CH2:8][CH3:9].[N:11](C([C@H]1CCCO1)CC)=[N+:12]=[N-:13]>>[N:11]([CH:7]([C:2]1[CH:3]=[N:4][CH:5]=[CH:6][N:1]=1)[CH2:8][CH3:9])=[N+:12]=[N-:13]. Reported procedure: The title compound is prepared from 1-(pyrazin-2-yl)propan-1-ol (prepared according to the procedure of ‘Some reactions of mono substituted pyrazine monoxides’ Journal of Heterocyclic Chemistry (1982), 19(5), 1061-7, Compound 18) analogously to (2R)-2-(1-azidopropyl)tetrahydrofuran (Intermediate DA, step 4). Starting materials: N1=C(C=NC=C1)C(CC)O (1-(pyrazin-2-yl)propan-1-ol), Compound 18, N(=[N+]=[N-])C(CC)[C@@H]1OCCC1 ((2R)-2-(1-azidopropyl)tetrahydrofuran), mono substituted pyrazine monoxides, Heterocyclic. Product: N(=[N+]=[N-])C(CC)C1=NC=CN=C1 (2-(1-Azidopropyl)pyrazine). The reactants are CC(C)C(=O)Nc1cccc(C2CCNCC2)c1, O=C(CCCCCCCl)c1ccc(Cl)cc1, [I-], [K+], [K+], [Na+], O=C([O-])[O-]. The product is CC(C)C(=O)Nc1cccc(C2CCN(CCCCCCC(=O)c3ccc(Cl)cc3)CC2)c1. Reaction SMILES: [CH3:25][CH:26]([C:27](=[O:28])[NH:29][c:30]1[cH:31][c:32]([CH:36]2[CH2:37][CH2:38][NH:39][CH2:40][CH2:41]2)[cH:33][cH:34][cH:35]1)[CH3:42].[Cl:9][CH2:10][CH2:11][CH2:12][CH2:13][CH2:14][CH2:15][C:16](=[O:17])[c:18]1[cH:19][cH:20][c:21]([Cl:24])[cH:22][cH:23]1.[I-:7].[K+:1].[K+:2].[Na+:8].[O-:3][C:4]([O-:5])=[O:6]>>[CH2:10]([CH2:11][CH2:12][CH2:13][CH2:14][CH2:15][C:16](=[O:17])[c:18]1[cH:19][cH:20][c:21]([Cl:24])[cH:22][cH:23]1)[N:39]1[CH2:38][CH2:37][CH:36]([c:32]2[cH:31][c:30]([NH:29][C:27]([CH:26]([CH3:25])[CH3:42])=[O:28])[cH:35][cH:34][cH:33]2)[CH2:41][CH2:40]1. Starting materials: N1(C=NC=C1)C(=O)NC=1NC(=CC(N1)=O)C (2-(1-imidazolylcarbonylamino)-6-methyl-4[1H]-pyrimidinone), CNCC(N)N (N-methyldiaminoethylamine). The solvent is ClCCl (dichloromethane). Product: CN(CCNC(=O)NC=1NC(=CC(N1)=O)C)CCNC(=O)NC=1NC(=CC(N1)=O)C (N-(2-{methyl[2-({[(6-methyl-4-oxo-1,4-dihydropyrimidin-2-yl)amino]carbonyl}amino)ethyl]-amino}ethyl)-N′-(6-methyl-4-oxo-1,4-dihydropyrimidin-2-yl)urea). RXN SMILES: [N:1]1([C:6]([NH:8][C:9]2[NH:10][C:11]([CH3:16])=[CH:12][C:13](=[O:15])[N:14]=2)=[O:7])[CH:5]=[CH:4][N:3]=[CH:2]1.[CH3:17][NH:18][CH2:19][CH:20](N)N>ClCCl>[CH3:2][N:3]([CH2:4][CH2:5][NH:1][C:6]([NH:8][C:17]1[NH:18][C:19]([CH3:20])=[CH:12][C:13](=[O:15])[N:14]=1)=[O:7])[CH2:4][CH2:5][NH:1][C:6]([NH:8][C:9]1[NH:10][C:11]([CH3:16])=[CH:12][C:13](=[O:15])[N:14]=1)=[O:7]. Procedure details: 3 g of 2-(1-imidazolylcarbonylamino)-6-methyl-4[1H]-pyrimidinone (136 mmol) prepared according to the procedure described by Meijer et al., J. Am. Chem. Soc. 2003, 125, p. 6860 are added to a solution of 0.81 g of N-methyldiaminoethylamine (6.8 mmol) in 150 ml of dichloromethane. The solution is stirred at reflux for 4.5 hours. The product is precipitated from acetone, filtered off and washed with acetone, and then dried under reduced pressure. The reactants are COC(=O)CC#N, CC(=O)O, CC(=O)[O-], Cc1ccccc1, [NH4+], CC(=O)CCc1ccccc1. Yields the product COC(=O)C(C#N)=C(C)CCc1ccccc1. As a reaction SMILES: [CH3:12][O:13][C:14](=[O:15])[CH2:16][C:17]#[N:18].[CH3:19][C:20](=[O:21])[OH:22].[CH3:24][C:25](=[O:26])[O-:27].[CH3:28][c:29]1[cH:30][cH:31][cH:32][cH:33][cH:34]1.[NH4+:23].[c:1]1([CH2:7][CH2:8][C:9]([CH3:10])=[O:11])[cH:2][cH:3][cH:4][cH:5][cH:6]1>>[c:1]1([CH2:7][CH2:8][C:9]([CH3:10])=[C:16]([C:14]([O:13][CH3:12])=[O:15])[C:17]#[N:18])[cH:2][cH:3][cH:4][cH:5][cH:6]1.